From a dataset of the Open Reaction Database (ORD), a public repository of structured organic reaction records. describe an organic reaction: reactants, conditions, products, and yield Product: C1(CC1)C1=NC(=CC=C1CO)C1=CC=C(C=C1)C(F)(F)F ([2-Cyclopropyl-6-(4-trifluoromethyl-phenyl)-pyridin-3-yl]-methanol). Solvent: C1CCOC1 (THF). Starting materials: C(C)OC(C1=C(N=C(C=C1)C1=CC=C(C=C1)C(F)(F)F)C1CC1)=O (2-cyclopropyl-6-(4-trifluoromethyl-phenyl)-nicotinic acid ethyl ester), CC(C)C[AlH]CC(C)C (DIBAL-H). Reported procedure: 0.193 g (0.576 mmol) of the above prepared 2-cyclopropyl-6-(4-trifluoromethyl-phenyl)-nicotinic acid ethyl ester in 3.0 ml of abs. THF was cooled down to 0° C. and reacted with 1.5 ml of DIBAL-H-solution (1.0 M in toluene, 2.6 eq.) for 1 h. Careful quenching with ice, filtration over Celite, separation of the layers, reextraction of the aqueous phase with AcOEt, washing of the combined organic layers with NH4Cl, and drying over magnesium sulfate was followed by evaporation of the solvents. The c... RXN SMILES: C([O:3][C:4](=O)[C:5]1[CH:10]=[CH:9][C:8]([C:11]2[CH:16]=[CH:15][C:14]([C:17]([F:20])([F:19])[F:18])=[CH:13][CH:12]=2)=[N:7][C:6]=1[CH:21]1[CH2:23][CH2:22]1)C.CC(C[AlH]CC(C)C)C>C1COCC1>[CH:21]1([C:6]2[C:5]([CH2:4][OH:3])=[CH:10][CH:9]=[C:8]([C:11]3[CH:12]=[CH:13][C:14]([C:17]([F:20])([F:18])[F:19])=[CH:15][CH:16]=3)[N:7]=2)[CH2:23][CH2:22]1. Reactants: FC=1C=C(C=CC1)C1=NOC(=C1CO)C ([3-(3-fluoro-phenyl)-5-methyl-isoxazol-4-yl]-methanol), C1(C=2C(C(N1)=O)=CC=CC2)=O (phthalimide), C1(=CC=CC=C1)P(C1=CC=CC=C1)C1=CC=CC=C1 (triphenylphosphine), N(=NC(=O)OCC)C(=O)OCC (diethyl azodicarboxylate). The solvent is C1CCOC1 (THF). Conditions: time 1 hour. Yields the product FC=1C=C(C=CC1)C1=NOC(=C1CN1C(C2=CC=CC=C2C1=O)=O)C (2-[3-(3-Fluoro-phenyl)-5-methyl-isoxazol-4-ylmethyl]-isoindole-1,3-dione). Yield: 66.9%. Reaction SMILES: [F:1][C:2]1[CH:3]=[C:4]([C:8]2[C:12]([CH2:13]O)=[C:11]([CH3:15])[O:10][N:9]=2)[CH:5]=[CH:6][CH:7]=1.[C:16]1(=[O:26])[NH:20][C:19](=[O:21])[C:18]2=[CH:22][CH:23]=[CH:24][CH:25]=[C:17]12.C1(P(C2C=CC=CC=2)C2C=CC=CC=2)C=CC=CC=1.N(C(OCC)=O)=NC(OCC)=O>C1COCC1>[F:1][C:2]1[CH:3]=[C:4]([C:8]2[C:12]([CH2:13][N:20]3[C:16](=[O:26])[C:17]4[C:18](=[CH:22][CH:23]=[CH:24][CH:25]=4)[C:19]3=[O:21])=[C:11]([CH3:15])[O:10][N:9]=2)[CH:5]=[CH:6][CH:7]=1. Reported procedure: To a solution of [3-(3-fluoro-phenyl)-5-methyl-isoxazol-4-yl]-methanol (5.8 g, 28 mmol) in THF (339 mL) was added phthalimide (5.5 g, 37 mmol) and triphenylphosphine (9.8 g, 37 mmol) at ambient temperature under an argon atmosphere. Then a solution of diethyl azodicarboxylate (40% in toluene, 14.6 mL, 37 mmol) was added and the reaction mixture was stirred for 1 h at room temperature. Concentration and repeated trituration with ethyl acetate afforded the title compound (6.3 g, 66%) as a white so... Reactants: ClCCCC(=O)OC (methyl 4-chlorobutyrate), C[C@@H]1N[C@@H](CCC1)C (cis-2,6-dimethylpiperidine), [I-].[Na+] (sodium iodide). Run in C=1(C(=CC=CC1)C)C (xylene). Yields the product C[C@@H]1N([C@@H](CCC1)C)CCCC(=O)OC (cis-2,6-dimethyl-1-piperidinebutyric acid, methyl ester). As a reaction SMILES: Cl[CH2:2][CH2:3][CH2:4][C:5]([O:7][CH3:8])=[O:6].[CH3:9][C@H:10]1[CH2:15][CH2:14][CH2:13][C@@H:12]([CH3:16])[NH:11]1.[I-].[Na+]>C1(C)C(C)=CC=CC=1>[CH3:9][C@H:10]1[CH2:15][CH2:14][CH2:13][C@@H:12]([CH3:16])[N:11]1[CH2:2][CH2:3][CH2:4][C:5]([O:7][CH3:8])=[O:6] |f:2.3|. Procedure details: A mixture of 273 g. of methyl 4-chlorobutyrate, 460 g. of cis-2,6-dimethylpiperidine, 10 g. of sodium iodide and 300 ml. of xylene is stirred and heated at reflux for 44 hours, then cooled and filtered. The filter cake is washed with xylene and the combined filtrate and washings are evaporated at reduced pressure to give cis-2,6-dimethyl-1-piperidinebutyric acid, methyl ester which is purified by distillation; b.p. 79°-81° C./0.5 mm. The reactants are C(C1=CC=CC=C1)OC=1C(NC=CC1)=O (3-benzyloxypyridine-2-one), CS(=O)(=O)OCC(C)N=[N+]=[N-] (2-Azidopropyl methanesulfonate), N(=[N+]=[N-])CCN1C(C(=CC=C1)OC)=O (1-(2-Azidoethyl)-3-methoxypyridine-2-one). Yields the product N(=[N+]=[N-])CCCC1=C(C(NC=C1)=O)OCC1=CC=CC=C1 ((3-Azidopropyl)-3-benzyloxypyridine-2-one). The yield is 53.0%. As a reaction SMILES: [CH2:1]([O:8][C:9]1[C:10](=[O:15])[NH:11][CH:12]=[CH:13][CH:14]=1)[C:2]1[CH:7]=[CH:6][CH:5]=[CH:4][CH:3]=1.CS(O[CH2:21][CH:22]([N:24]=[N+:25]=[N-:26])C)(=O)=O.N([CH2:30]CN1C=CC=C(OC)C1=O)=[N+]=[N-]>>[N:24]([CH2:22][CH2:21][CH2:30][C:14]1[CH:13]=[CH:12][NH:11][C:10](=[O:15])[C:9]=1[O:8][CH2:1][C:2]1[CH:3]=[CH:4][CH:5]=[CH:6][CH:7]=1)=[N+:25]=[N-:26]. Procedure: Reaction of 3-benzyloxypyridine-2-one (0.40 g, 1.99 mmol) and 156b (0.53 g, 2.98 mmol) within 16 h as described for synthesis of 157a gave compound 157b (0.30 g, 53%) as a colorless oil. 1H NMR (300 MHz, CDCl3) 7.28 (m, 5H), 6.84 (dd, J=6.9, 1.6 Hz, 1H), 6.60 (dd, J=7.4, 1.5 Hz, 1H), 5.98 (t, J=7.1 Hz, 1H), 3.97 (t, J=6.8 Hz, 2H), 3.28 (t, J=6.5 Hz, 2H), 1.98 (p, J=6.7 Hz, 2H). 13C NMR (75 MHz, CDCl3) δ 157.78, 148.65, 135.93, 128.85, 128.24, 127.69, 127.03, 115.16, 104.53, 70.39, 48.14, 47.06, ... The reactants are ClC1=NC(=NS1)SC (5-chloro-3-methylthio-1,2,4-thiadiazole), ClC1=CC(=CC=C1)C(=O)OO (3-chloroperbenzoic acid), ClC1=NC(=NS1)S(=O)(=O)C (5-chloro-3-methylsulfonyl-1,2,4-thiadiazole), ClC1=NC(=NS1)S(=O)C (5-chloro-3-methylsulfinyl-1,2,4-thiadiazole), ClC1=NC(=NS1)S(=O)(=O)C (5-chloro-3-methylsulfonyl-1,2,4-thiadiazole), ClC1=NC(=NS1)S(=O)C (5-chloro-3-methylsulfinyl-1,2,4-thiadiazole), N1CCSCC1 (thiomorpholine). Run in C(Cl)(Cl)Cl (chloroform), O (water). Run at time 2.25 hour. Yields the product CS(=O)(=O)C1=NSC(=N1)N1CCSCC1 (3-methylsulfonyl-5-thiomorpholino-1,2,4-thiadiazole), CS(=O)C1=NSC(=N1)N1CCSCC1 (3-methylsulfinyl-5-thiomorpholino-1,2,4-thiadiazole). Reaction SMILES: ClC1SN=C(SC)N=1.ClC1C=CC=C(C(OO)=O)C=1.Cl[C:21]1[S:25][N:24]=[C:23]([S:26]([CH3:29])(=[O:28])=[O:27])[N:22]=1.Cl[C:31]1[S:35][N:34]=[C:33]([S:36]([CH3:38])=[O:37])[N:32]=1.[NH:39]1[CH2:44][CH2:43][S:42][CH2:41][CH2:40]1>O.C(Cl)(Cl)Cl>[CH3:29][S:26]([C:23]1[N:22]=[C:21]([N:39]2[CH2:44][CH2:43][S:42][CH2:41][CH2:40]2)[S:25][N:24]=1)(=[O:28])=[O:27].[CH3:38][S:36]([C:33]1[N:32]=[C:31]([N:39]2[CH2:44][CH2:43][S:42][CH2:41][CH2:40]2)[S:35][N:34]=1)=[O:37]. Procedure: With 12 ml of chloroform was mixed 1.0 g of 5-chloro-3-methylthio-1,2,4-thiadiazole, and 2.59 g of 3-chloroperbenzoic acid (content: 70-75 weight %) was added under ice-cooling. The mixture was stirred at room temperature for 2.25 hours and left as it was for 15 hours to obtain a crude mixture of 5-chloro-3-methylsulfonyl-1,2,4-thiadiazole and 5-chloro-3-methylsulfinyl-1,2,4-thiadiazole. Into the crude mixture of 5-chloro-3-methylsulfonyl-1,2,4-thiadiazole and 5-chloro-3-methylsulfinyl-1,2,4-thi...